This data is from the Open Reaction Database (ORD), a public repository of structured organic reaction records. The task is: describe an organic reaction: reactants, conditions, products, and yield The reactants are C(C)N(C(C1=C(C(=CC=C1)C)C)=O)CC (N,N-diethyl-2,3-dimethylbenzamide), OC[C@@H]1N(CCC1)CCCC#N ((R)-4-(2-hydroxymethylpyrrolidin-1-yl)butyronitrile). Product: OC[C@@H]1N(CCC1)CCCC=1NC(C2=CC=CC=C2C1)=O ((R)-3-[3-(2-hydroxymethylpyrrolidin-1-yl)propyl]-2H-isoquinolin-1-one). Yield: 16.8%. RXN SMILES: C([N:3]([CH2:14][CH3:15])[C:4](=[O:13])[C:5]1[CH:10]=[CH:9][CH:8]=[C:7](C)[C:6]=1[CH3:12])C.[OH:16][CH2:17][C@H:18]1[CH2:22][CH2:21][CH2:20][N:19]1[CH2:23][CH2:24]CC#N>>[OH:16][CH2:17][C@H:18]1[CH2:22][CH2:21][CH2:20][N:19]1[CH2:23][CH2:24][CH2:15][C:14]1[NH:3][C:4](=[O:13])[C:5]2[C:6]([CH:12]=1)=[CH:7][CH:8]=[CH:9][CH:10]=2. Procedure: By the reaction in the same manner as in Example 1a, using N,N-diethyl-2,3-dimethylbenzamide (5.0136 g) and (R)-4-(2-hydroxymethylpyrrolidin-1-yl)butyronitrile (2.2 g), (R)-3-[3-(2-hydroxymethylpyrrolidin-1-yl)propyl]-2H-isoquinolin-1-one (627.3 mg) was obtained. 1N aqueous HCl solution (2.4 ml) was added thereto in an acetone solvent, and the precipitated crystals were collected by filtration to give (R)-3-[3-(2-hydroxymethylpyrrolidin-1-yl)propyl]-2H-isoquinolin-1-one hydrochloride (555.3 mg). Reactants: [H][H] (hydrogen), IV, CN(P(N(C)C)N(C)C)C (hexamethylphosphorous triamide), VI, ( 1 ), [Cu]I (CuI), hexamethylphosphorus triamide copper iodide, material IV, bromo, C (charcoal), cuprious-n-propyl acetylide. Solvent: O (H2O). Yields the product Compound VI, [Cu]I.CN(P(N(C)C)N(C)C)C (hexamethylphosphorous triamide copper (I) iodide). Yield: 44.0%. As a reaction SMILES: [H][H].[Cu:3][I:4].C.[CH3:6][N:7]([CH3:15])[P:8]([N:12]([CH3:14])[CH3:13])[N:9]([CH3:11])[CH3:10]>O>[Cu:3][I:4].[CH3:6][N:7]([CH3:15])[P:8]([N:12]([CH3:14])[CH3:13])[N:9]([CH3:11])[CH3:10] |f:5.6|. Procedure: In the above reaction scheme, the starting material IV is readily prepared from the corresponding bromo- or iodo-derivatives which are commercially available; in IV, R1 can be hydrogen, loweralkyl of 1 to 3 carbon atoms, loweralkoxy of 1 to 3 carbon atoms, fluoro, chloro, trifluoromethyl, phenyl or phenoxy. Intermediate V is prepared by reacting cuprious-n-propyl acetylide (prepared according to Castro et al., J. Org. Chem., 31: 4071 [1966]) and hexamethylphosphorus triamide copper iodide, VI. C... Starting materials: C(C)N(S(=O)(=O)C1=CC=C(C=C1)C#CC(C(F)(F)F)(C)O)CC (1-[4-(N,N-diethylaminosulfonyl)phenyl]-4,4,4-trifluoro-3-hydroxy-3-methylbut-1-yne), FC(C(C#CC1=CC=C(C=C1)S(=O)(=O)N1CCCC1)(C)O)(F)F (4,4,4-trifluoro-3-hydroxy-3-methyl-1-[4-(1-pyrrolidinylsulfonyl)phenyl]but-1-yne), H20F3NO3S. Yields the product C(C)N(S(=O)(=O)C1=CC=C(C=C1)\C=C\C(C(F)(F)F)(C)O)CC (1-[4-(N,N-Diethylaminosulfonyl)phenyl]-4,4,4-trifluoro-3-hydroxy-3-methyl-trans-but-1-ene). RXN SMILES: [CH2:1]([N:3]([CH2:22][CH3:23])[S:4]([C:7]1[CH:12]=[CH:11][C:10]([C:13]#[C:14][C:15]([OH:21])([CH3:20])[C:16]([F:19])([F:18])[F:17])=[CH:9][CH:8]=1)(=[O:6])=[O:5])[CH3:2].FC(F)(F)C(O)(C)C#CC1C=CC(S(N2CCCC2)(=O)=O)=CC=1>>[CH2:22]([N:3]([CH2:1][CH3:2])[S:4]([C:7]1[CH:8]=[CH:9][C:10](/[CH:13]=[CH:14]/[C:15]([OH:21])([CH3:20])[C:16]([F:17])([F:18])[F:19])=[CH:11][CH:12]=1)(=[O:5])=[O:6])[CH3:23]. Reported procedure: Using a procedure similar to that described in Example 11, but substituting 1-[4-(N,N-diethylaminosulfonyl)phenyl]-4,4,4-trifluoro-3-hydroxy-3-methylbut-1-yne for the 4,4,4-trifluoro-3-hydroxy-3-methyl-1-[4-(1-pyrrolidinylsulfonyl)phenyl]but-1-yne used therein, the title compound was prepared; mp 112.1°-117.2° C.; MS: m/z=352(M+1). Analysis for C15 H20F3NO3S: Calculated: C, 51.27; H, 5.74; N, 3.99. Found: C, 51.17; H, 5.96; N, 3.87.